Dataset: the Open Reaction Database (ORD), a public repository of structured organic reaction records. Task: describe an organic reaction: reactants, conditions, products, and yield Starting materials: [BH4-].[Na+] (sodium borohydride), C(C1=CC=CC=C1)[N+]1=CC=C(C=C1)C=1OC(=CN1)C (1-benzyl-4-(5-methyl-oxazol-2-yl)-pyridinium). Solvent: C(C)O (ethanol). Run at temperature 0 celsius, time 2 hour. Yields the product C(C1=CC=CC=C1)N1CCC(=CC1)C=1OC(=CN1)C (1-Benzyl-4-(5-methyl-oxazol-2-yl)-1,2,3,6-tetrahydro-pyridine). The yield is 61.7%. Reaction SMILES: [BH4-].[Na+].[CH2:3]([N+:10]1[CH:15]=[CH:14][C:13]([C:16]2[O:17][C:18]([CH3:21])=[CH:19][N:20]=2)=[CH:12][CH:11]=1)[C:4]1[CH:9]=[CH:8][CH:7]=[CH:6][CH:5]=1>C(O)C>[CH2:3]([N:10]1[CH2:11][CH:12]=[C:13]([C:16]2[O:17][C:18]([CH3:21])=[CH:19][N:20]=2)[CH2:14][CH2:15]1)[C:4]1[CH:5]=[CH:6][CH:7]=[CH:8][CH:9]=1 |f:0.1|. Procedure: 21.6 g sodium borohydride was added to 130 g 1-benzyl-4-(5-methyl-oxazol-2-yl)-pyridinium in 1.5 L ethanol at 0° C. under nitrogen. The reaction was stirred 30 min at 0° C. and 2 h at RT. The mixture was concentrated and treated with water and ethyl acetate. The organic layer was separated and washed with brine and evaporated. The residue was purified by chromatographie on silica to give 81.2 g of the desired product. RXN SMILES: [NH2:1][C:2]1[N:7]=[C:6]2[C:8]([CH:11]3[CH2:16][CH2:15][N:14]([CH2:17][CH2:18][C:19]4[CH:24]=[CH:23][CH:22]=[CH:21][CH:20]=4)[CH2:13][CH2:12]3)=[CH:9][NH:10][C:5]2=[CH:4][CH:3]=1.[O:25]1[CH:29]=[CH:28][C:27]([C:30](Cl)=[O:31])=[CH:26]1>>[O:25]1[CH:29]=[CH:28][C:27]([C:30]([NH:1][C:2]2[N:7]=[C:6]3[C:8]([CH:11]4[CH2:16][CH2:15][N:14]([CH2:17][CH2:18][C:19]5[CH:24]=[CH:23][CH:22]=[CH:21][CH:20]=5)[CH2:13][CH2:12]4)=[CH:9][NH:10][C:5]3=[CH:4][CH:3]=2)=[O:31])=[CH:26]1. Reactants: NC1=CC=C2C(=N1)C(=CN2)C2CCN(CC2)CCC2=CC=CC=C2 (5-amino-3-(1-(2-phenyleth-1-yl)piperidin-4-yl)pyrrolo[3,2-b]pyridine), O1C=C(C=C1)C(=O)Cl (3-furoyl chloride). Procedure: Beginning with 0.015 gm (0.047 mMol) 5-amino-3-(1-(2-phenyleth-1-yl)piperidin-4-yl)pyrrolo[3,2-b]pyridine and 0.008 mL (0.061 mMol) 3-furoyl chloride, the title compound was prepared essentially by the procedure described in Example 7. Product: O1C=C(C=C1)C(=O)NC1=CC=C2C(=N1)C(=CN2)C2CCN(CC2)CCC2=CC=CC=C2 (5-(N-[3-furoyl]amino)-3-(1-(2-phenyleth-1-yl)piperidin-4-yl)pyrrolo[3,2-b]pyridine). The reactants are ClC1=CC=C(C=C1)S(=O)(=O)N[C@H](C(=S)O)CCCC ((S)-2-(4-chlorobenzenesulfonylamino)-4-ethylthiobutanoic acid), C1(CCCCC1)N=C=NC1CCCCC1 (N,N'-dicyclohexylcarbodiimide), NC1=CC=C(C=C1)CC(=O)OCC (ethyl 4-aminophenylacetate). Run in ClCCl (dichloromethane). Yields the product ClC1=CC=C(C=C1)S(=O)(=O)N[C@H](C(=S)NC1=CC=C(C=C1)CC(=O)OCC)CCCC ((S)-2-(4-chlorobenzenesulfonylamino)-N-(4-(ethoxycarbonylmethyl)phenyl)-4-ethylthiobutanamide). Yield: 31.4%. As a reaction SMILES: [Cl:1][C:2]1[CH:7]=[CH:6][C:5]([S:8]([NH:11][C@@H:12]([CH2:16][CH2:17][CH2:18][CH3:19])[C:13](O)=[S:14])(=[O:10])=[O:9])=[CH:4][CH:3]=1.[NH2:20][C:21]1[CH:26]=[CH:25][C:24]([CH2:27][C:28]([O:30][CH2:31][CH3:32])=[O:29])=[CH:23][CH:22]=1.C1(N=C=NC2CCCCC2)CCCCC1>ClCCl>[Cl:1][C:2]1[CH:7]=[CH:6][C:5]([S:8]([NH:11][C@@H:12]([CH2:16][CH2:17][CH2:18][CH3:19])[C:13]([NH:20][C:21]2[CH:22]=[CH:23][C:24]([CH2:27][C:28]([O:30][CH2:31][CH3:32])=[O:29])=[CH:25][CH:26]=2)=[S:14])(=[O:10])=[O:9])=[CH:4][CH:3]=1. Procedure details: The procedure described in Example 180 was repeated, except that (S)-2-(4-chlorobenzenesulfonylamino)-4-ethylthiobutanoic acid (695.2 mg) and ethyl 4-aminophenylacetate (380 mg) were condensed in dichloromethane (30 ml) in the presence of N,N'-dicyclohexylcarbodiimide (509.5 mg). The reaction mixture was filtered, and the filtrate was concentrated. The resulting crude product was recrystallized from ethanol to obtain (S)-2-(4-chlorobenzenesulfonylamino)-N-(4-(ethoxycarbonylmethyl)phenyl)-4-ethyl... The reactants are BrC1=COC2=C1C=NC(=C2O[C@H](C)C2=C(C(=CC=C2Cl)F)Cl)N (3-bromo-7-[(R)-1-(2,6-dichloro-3-fluorophenyl)ethoxy]furo[3,2-c]pyridin-6-ylamine), C(C)(C)(C)OC(=O)N1C[C@H](CC1)N1N=CC(=C1)B1OC(C(O1)(C)C)(C)C ((S)-3-[4-(4,4,5,5-tetramethyl-1,3,2-dioxaborolan-2-yl)pyrazol-1-yl]pyrrolidine-1-carboxylic acid tert-butyl ester), C([O-])([O-])=O.[K+].[K+] (potassium carbonate), PL-Thiol. Solvent: O1CCOCC1 (1,4-dioxane), O (H2O). Reaction conditions: temperature 100 celsius, time 30 minute. Product: ClC1=C(C(=CC=C1F)Cl)[C@@H](C)OC=1C2=C(C=NC1N)C(=CO2)C=2C=NN(C2)[C@@H]2CNCC2 (7-[(1R)-1-(2,6-dichloro-3-fluorophenyl)ethoxy]-3-{1-[(3S)-pyrrolidin-3-yl]-1H-pyrazol-4-yl}furo[3,2-c]pyridin-6-amine). As a reaction SMILES: Br[C:2]1[C:6]2[CH:7]=[N:8][C:9]([NH2:23])=[C:10]([O:11][C@@H:12]([C:14]3[C:19]([Cl:20])=[CH:18][CH:17]=[C:16]([F:21])[C:15]=3[Cl:22])[CH3:13])[C:5]=2[O:4][CH:3]=1.C(OC([N:31]1[CH2:35][CH2:34][C@H:33]([N:36]2[CH:40]=[C:39](B3OC(C)(C)C(C)(C)O3)[CH:38]=[N:37]2)[CH2:32]1)=O)(C)(C)C.C(=O)([O-])[O-].[K+].[K+]>O1CCOCC1.O>[Cl:22][C:15]1[C:16]([F:21])=[CH:17][CH:18]=[C:19]([Cl:20])[C:14]=1[C@H:12]([O:11][C:10]1[C:5]2[O:4][CH:3]=[C:2]([C:39]3[CH:38]=[N:37][N:36]([C@H:33]4[CH2:34][CH2:35][NH:31][CH2:32]4)[CH:40]=3)[C:6]=2[CH:7]=[N:8][C:9]=1[NH2:23])[CH3:13] |f:2.3.4|. Procedure: A mixture of 3-bromo-7-[(R)-1-(2,6-dichloro-3-fluorophenyl)ethoxy]furo[3,2-c]pyridin-6-ylamine (20 mg, 0.048 mmol), (S)-3-[4-(4,4,5,5-tetramethyl-1,3,2-dioxaborolan-2-yl)pyrazol-1-yl]pyrrolidine-1-carboxylic acid tert-butyl ester (26 mg, 0.071 mmol) and potassium carbonate (20 mg, 0.10 mmol) in 1,4-dioxane (2 mL) and H2O (0.5 mL) was stirred at 100° C. for 30 min in the microwave reactor. Then, the mixture was passed through PL-Thiol MP SPE+ resin and concentrated in vacuo. The resulting solid w... Starting materials: CC(=O)O, CS(=O)(=O)c1ccc([N+](=O)[O-])cc1F, [Fe], O. Product: CS(=O)(=O)c1ccc(N)cc1F. RXN SMILES: [CH3:15][C:16](=[O:17])[OH:18].[F:1][c:2]1[cH:3][c:4]([N+:12]([O-:13])=[O:14])[cH:5][cH:6][c:7]1[S:8](=[O:9])(=[O:10])[CH3:11].[Fe:20].[OH2:19]>>[F:1][c:2]1[cH:3][c:4]([NH2:12])[cH:5][cH:6][c:7]1[S:8](=[O:9])(=[O:10])[CH3:11].